From a dataset of the Open Reaction Database (ORD), a public repository of structured organic reaction records. describe an organic reaction: reactants, conditions, products, and yield The reactants are BrCc1ccccc1, O=C([O-])[O-], [Cu], [K+], [K+], CN(C)C=O, COC(=O)Cc1cccnc1Oc1cccc(O)c1. The product is COC(=O)Cc1cccnc1Oc1cccc(OCc2ccccc2)c1. RXN SMILES: [Br:26][CH2:27][c:28]1[cH:29][cH:30][cH:31][cH:32][cH:33]1.[C:20](=[O:21])([O-:22])[O-:23].[Cu:39].[K+:24].[K+:25].[O:34]=[CH:35][N:36]([CH3:37])[CH3:38].[OH:1][c:2]1[cH:3][c:4]([O:5][c:6]2[n:7][cH:8][cH:9][cH:10][c:11]2[CH2:12][C:13](=[O:14])[O:15][CH3:16])[cH:17][cH:18][cH:19]1>>[O:1]([c:2]1[cH:3][c:4]([O:5][c:6]2[n:7][cH:8][cH:9][cH:10][c:11]2[CH2:12][C:13](=[O:14])[O:15][CH3:16])[cH:17][cH:18][cH:19]1)[CH2:27][c:28]1[cH:29][cH:30][cH:31][cH:32][cH:33]1. The reactants are OCCCC1CCN(CC1)C=1C=CC(NN1)=O (6-[4-(3-hydroxypropyl)-1-piperidinyl]-3(2H)-pyridazinone), ClCCl (dichloromethane), S(=O)(Cl)Cl (thionyl chloride). Solvent: O1CCCC1 (tetrahydrofuran). Conditions: time 8 hour. Product: ClCCCC1CCN(CC1)C=1C=CC(NN1)=O (6-[4-(3-chloropropyl)-1-piperidinyl]-3(2H) -pyridazinone). Isolated yield 100.0%. RXN SMILES: O[CH2:2][CH2:3][CH2:4][CH:5]1[CH2:10][CH2:9][N:8]([C:11]2[CH:12]=[CH:13][C:14](=[O:17])[NH:15][N:16]=2)[CH2:7][CH2:6]1.[Cl:18]CCl.S(Cl)(Cl)=O>O1CCCC1>[Cl:18][CH2:2][CH2:3][CH2:4][CH:5]1[CH2:10][CH2:9][N:8]([C:11]2[CH:12]=[CH:13][C:14](=[O:17])[NH:15][N:16]=2)[CH2:7][CH2:6]1. Procedure: To a stirred and cooled (ice bath) mixture of 2.8 parts of 6-[4-(3-hydroxypropyl)-1-piperidinyl]-3(2H)-pyridazinone, 65 parts of dichloromethane and 45 parts of tetrahydrofuran were added dropwise 2.8 parts of thionyl chloride. Upon complete addition, stirring was continued overnight at room temperature. The whole was evaporated and the residue was taken up in methylbenzene. The organic layer was evaporated again, yielding 3 parts (100%) of 6-[4-(3-chloropropyl)-1-piperidinyl]-3(2H) -pyridazinon... The reactants are BrCCCCCBr, [Cl-], CCOC(=O)Cc1cc(Cl)c(OCC(F)(F)F)c(-c2ccc(C(F)(F)F)cc2)c1, [H-], [NH4+], [Na+], CN(C)C=O. Product: CCOC(=O)C1(c2cc(Cl)c(OCC(F)(F)F)c(-c3ccc(C(F)(F)F)cc3)c2)CCCCC1. RXN SMILES: [Br:32][CH2:33][CH2:34][CH2:35][CH2:36][CH2:37][Br:38].[Cl-:39].[Cl:1][c:2]1[cH:3][c:4]([CH2:24][C:25](=[O:26])[O:27][CH2:28][CH3:29])[cH:5][c:6](-[c:14]2[cH:15][cH:16][c:17]([C:20]([F:21])([F:22])[F:23])[cH:18][cH:19]2)[c:7]1[O:8][CH2:9][C:10]([F:11])([F:12])[F:13].[H-:31].[NH4+:40].[Na+:30].[O:41]=[CH:42][N:43]([CH3:44])[CH3:45]>>[Cl:1][c:2]1[cH:3][c:4]([C:24]2([C:25](=[O:26])[O:27][CH2:28][CH3:29])[CH2:33][CH2:34][CH2:35][CH2:36][CH2:37]2)[cH:5][c:6](-[c:14]2[cH:15][cH:16][c:17]([C:20]([F:21])([F:22])[F:23])[cH:18][cH:19]2)[c:7]1[O:8][CH2:9][C:10]([F:11])([F:12])[F:13]. The reactants are [H-].[Na+] (sodium hydride), N(=[N+]=[N-])[C@H]1[C@@H](CCC1)O (Trans-1-azidocyclopentan-2-ol), FC1=CC=C(C=C1)[N+](=O)[O-] (4-Fluoronitrobenzene). Solvent: CN(C)C=O (DMF). Reaction conditions: temperature 50 celsius, time 4 hour. Product: [N+](=O)([O-])C1=CC=C(O[C@H]2[C@@H](CCC2)N=[N+]=[N-])C=C1 (trans-2-(4-nitrophenoxy) cyclopentylazide). As a reaction SMILES: [N:1]([C@@H:4]1[CH2:8][CH2:7][CH2:6][C@H:5]1[OH:9])=[N+:2]=[N-:3].[H-].[Na+].F[C:13]1[CH:18]=[CH:17][C:16]([N+:19]([O-:21])=[O:20])=[CH:15][CH:14]=1>CN(C=O)C>[N+:19]([C:16]1[CH:17]=[CH:18][C:13]([O:9][C@@H:5]2[CH2:6][CH2:7][CH2:8][C@H:4]2[N:1]=[N+:2]=[N-:3])=[CH:14][CH:15]=1)([O-:21])=[O:20] |f:1.2|. Procedure: Trans-1-azidocyclopentan-2-ol 1.27 g was dissolved in DMF and treated with sodium hydride (400 mg. 60%) at room temperature for 1h. 4-Fluoronitrobenzene (1.41 g) was added and the mixture stirred at 50° C. for 4 h and then left at room temperature overnight. The reaction was quenched with water and extracted with ether. The organic solution was washed with water, dried (MgSO4) and evaporated. Purification by flash chromatography (SiO2-20% DCM/hexane) gave trans-2-(4-nitrophenoxy) cyclopentylazid... Reactants: CCN(C(C)C)C(C)C, CCn1ncc2c(Cl)c(NC)cnc21, ClCCl, CC(C)(C(=O)Cl)c1cc(C(F)(F)F)cc(C(F)(F)F)c1. Product: CCn1ncc2c(Cl)c(N(C)C(=O)C(C)(C)c3cc(C(F)(F)F)cc(C(F)(F)F)c3)cnc21. Reaction SMILES: [CH:15]([N:16]([CH2:17][CH3:18])[CH:19]([CH3:20])[CH3:21])([CH3:22])[CH3:23].[Cl:1][c:2]1[c:3]2[c:4]([n:5][cH:6][c:7]1[NH:8][CH3:9])[n:10]([CH2:13][CH3:14])[n:11][cH:12]2.[Cl:44][CH2:45][Cl:46].[F:24][C:25]([c:26]1[cH:27][c:28]([C:36]([C:37](=[O:38])[Cl:39])([CH3:40])[CH3:41])[cH:29][c:30]([C:32]([F:33])([F:34])[F:35])[cH:31]1)([F:42])[F:43]>>[Cl:1][c:2]1[c:3]2[c:4]([n:5][cH:6][c:7]1[N:8]([CH3:9])[C:37]([C:36]([c:28]1[cH:27][c:26]([C:25]([F:24])([F:42])[F:43])[cH:31][c:30]([C:32]([F:33])([F:34])[F:35])[cH:29]1)([CH3:40])[CH3:41])=[O:38])[n:10]([CH2:13][CH3:14])[n:11][cH:12]2. Reported procedure: To 15 ml. of n-butanol under nitrogen was added 211 mg. of sodium in pieces. The mixture was heated gently until all the sodium had dissolved, then 1.2 ml. of diethylmalonate was added and the mixture was refluxed one hour, then cooled, and a solution of 2.0 g. of 1-chloro-cis,cis,cis-7,10,13-nonadecatriene in 7.5 ml. of n-butanol was added. The resulting reaction mixture was refluxed for 3 hrs. under nitrogen, then allowed to stand for about 20 hrs., and concentrated under reduced pressure. The... Starting materials: [Na] (sodium), ClCCCCCC\C=C/C\C=C/C\C=C/CCCCC (1-chloro-cis,cis,cis-7,10,13-nonadecatriene), [Na] (sodium), C(C)C(C(=O)[O-])(C(=O)[O-])CC (diethylmalonate). Run in C(CCC)O (n-butanol), C(CCC)O (n-butanol). Reaction conditions: temperature 140 celsius, time 20 hour. The product is C(CCCCCCC\C=C/C\C=C/C\C=C/CCCCC)(=O)O (cis,cis,cis-9,12,15-heneicosatrienoic acid). RXN SMILES: [Na].C([C:4]([CH2:11][CH3:12])([C:8]([O-:10])=[O:9])C([O-])=O)C.Cl[CH2:14][CH2:15][CH2:16][CH2:17][CH2:18][CH2:19]/[CH:20]=[CH:21]\[CH2:22]/[CH:23]=[CH:24]\[CH2:25]/[CH:26]=[CH:27]\[CH2:28][CH2:29][CH2:30]CC>C(O)CCC>[C:8]([OH:10])(=[O:9])[CH2:4][CH2:11][CH2:12][CH2:30][CH2:29][CH2:28][CH2:27]/[CH:26]=[CH:25]\[CH2:24]/[CH:23]=[CH:22]\[CH2:21]/[CH:20]=[CH:19]\[CH2:18][CH2:17][CH2:16][CH2:15][CH3:14] |^1:0|.